This data is from the Open Reaction Database (ORD), a public repository of structured organic reaction records. The task is: describe an organic reaction: reactants, conditions, products, and yield Starting materials: C(Cl)Cl.CO (DCM MeOH), SC1=C(C(=O)O)C=CC=N1 (2-mercaptonicotinic acid), NCC=1SC=CC1 (2-(aminomethyl)-thiophene), P(Cl)(Cl)Cl (phosphorus trichloride). Product: SC1=C(C(=O)NCC=2SC=CC2)C=CC=N1 (2-mercapto-N-(thiophen-2-ylmethyl)nicotinamide). Procedure: A suspension of 8.0 g (51.5 mmol) of 2-mercaptonicotinic acid, 5.8 g (51.5 mmol) of 2-(aminomethyl)-thiophene and 3.5 g (25.8 mmol) of phosphorus trichloride in chlorobenzene (260 ml) was heated for 3 h under reflux (145° C.). When the reaction solution had cooled to 60° C., filtration with suction was carried out at that temperature. The solid obtained was taken up in a DCM/MeOH mixture (3:1, vv, 300 ml) and washed with water (2×50 ml). The organic phase was dried over MgSO4, filtered and conce... Isolated yield 24.1%. Conditions: temperature 145 celsius. Run in ClC1=CC=CC=C1 (chlorobenzene). RXN SMILES: [SH:1][C:2]1[N:10]=[CH:9][CH:8]=[CH:7][C:3]=1[C:4]([OH:6])=O.[NH2:11][CH2:12][C:13]1[S:14][CH:15]=[CH:16][CH:17]=1.P(Cl)(Cl)Cl.C(Cl)Cl.CO>ClC1C=CC=CC=1>[SH:1][C:2]1[N:10]=[CH:9][CH:8]=[CH:7][C:3]=1[C:4]([NH:11][CH2:12][C:13]1[S:14][CH:15]=[CH:16][CH:17]=1)=[O:6] |f:3.4|. The reactants are C(=O)(C(F)(F)F)O (TFA), ClC=1C(=C(C=CC1)NC1=NC=NC2=CC(=C(C=C12)O[C@@H]1C[C@H](N(CC1)C(=O)OC(C)(C)C)C(=O)NC)OC)F (tert-butyl (2S,4S)-4-({4-[(3-chloro-2-fluorophenyl)amino]-7-methoxyquinazolin-6-yl}oxy)-2-[(methylamino)carbonyl]piperidine-1-carboxylate). Solvent: C(Cl)Cl (DCM). Reaction conditions: time 1 hour. The product is ClC=1C(=C(C=CC1)NC1=NC=NC2=CC(=C(C=C12)O[C@@H]1C[C@H](NCC1)C(=O)NC)OC)F ((2S,4S)-4-({4-[(3-chloro-2-fluorophenyl)amino]-7-methoxyquinazolin-6-yl}oxy)-N-methylpiperidine-2-carboxamide). Yield: 89.2%. As a reaction SMILES: C(O)(C(F)(F)F)=O.[Cl:8][C:9]1[C:10]([F:46])=[C:11]([NH:15][C:16]2[C:25]3[C:20](=[CH:21][C:22]([O:44][CH3:45])=[C:23]([O:26][C@H:27]4[CH2:32][CH2:31][N:30](C(OC(C)(C)C)=O)[C@H:29]([C:40]([NH:42][CH3:43])=[O:41])[CH2:28]4)[CH:24]=3)[N:19]=[CH:18][N:17]=2)[CH:12]=[CH:13][CH:14]=1>C(Cl)Cl>[Cl:8][C:9]1[C:10]([F:46])=[C:11]([NH:15][C:16]2[C:25]3[C:20](=[CH:21][C:22]([O:44][CH3:45])=[C:23]([O:26][C@H:27]4[CH2:32][CH2:31][NH:30][C@H:29]([C:40]([NH:42][CH3:43])=[O:41])[CH2:28]4)[CH:24]=3)[N:19]=[CH:18][N:17]=2)[CH:12]=[CH:13][CH:14]=1. Procedure: TFA (15 ml) was added over a period of 5 minutes to a stirred solution of tert-butyl (2S,4S)-4-({4-[(3-chloro-2-fluorophenyl)amino]-7-methoxyquinazolin-6-yl}oxy)-2-[(methylamino)carbonyl]piperidine-1-carboxylate (4.1 g, 7.31 mmol) in DCM (15 ml) at 0° C. The reaction mixture was allowed to warm to room temperature and stirred for 1 hour after which time, the reaction was complete. The reaction mixture was concentrated to dryness, azeotroped twice with toluene to give (2S,4S)-4-({4-[(3-chloro-2-f... Reactants: Cc1nc(Cl)c([N+](=O)[O-])c(Cl)c1C, NCCCO. RXN SMILES: [Cl:6][c:7]1[n:8][c:9]([CH3:18])[c:10]([CH3:17])[c:11]([Cl:16])[c:12]1[N+:13](=[O:14])[O-:15].[NH2:1][CH2:2][CH2:3][CH2:4][OH:5]>>[NH:1]([CH2:2][CH2:3][CH2:4][OH:5])[c:11]1[c:10]([CH3:17])[c:9]([CH3:18])[n:8][c:7]([Cl:6])[c:12]1[N+:13](=[O:14])[O-:15]. Yields the product Cc1nc(Cl)c([N+](=O)[O-])c(NCCCO)c1C. Reactants: C(C)(=O)OCC([C@]1([C@H](C[C@H]2[C@@H]3CCC4=CC(C=C[C@]4(C)[C@H]3[C@H](C[C@]12C)Cl)=O)C)O)=O (21-acetoxy-11β-chloro-17-hydroxy-16β-methylpregna-1,4-diene-3,20-dione), Cl(=O)(=O)(=O)O (perchloric acid), C(C)(=O)[O-].[Na+] (sodium acetate). Run in CO (methanol). Yields the product Cl[C@@H]1[C@@H]2[C@]3(C=CC(C=C3CC[C@H]2[C@@H]2C[C@@H]([C@](C(CO)=O)([C@]2(C1)C)O)C)=O)C (11β-chloro-17,21-dihyroxy-16β-methylpregna-1,4-diene-3,20-dione). RXN SMILES: C([O:4][CH2:5][C:6](=[O:30])[C@:7]1([OH:29])[C@:24]2([CH3:25])[C@H:10]([C@H:11]3[C@H:21]([C@@H:22]([Cl:26])[CH2:23]2)[C@:19]2([CH3:20])[C:14](=[CH:15][C:16](=[O:27])[CH:17]=[CH:18]2)[CH2:13][CH2:12]3)[CH2:9][C@@H:8]1[CH3:28])(=O)C.Cl(O)(=O)(=O)=O.C([O-])(=O)C.[Na+]>CO>[Cl:26][C@H:22]1[CH2:23][C@@:24]2([CH3:25])[C@@H:10]([CH2:9][C@H:8]([CH3:28])[C@:7]2([OH:29])[C:6](=[O:30])[CH2:5][OH:4])[C@H:11]2[C@H:21]1[C@:19]1([CH3:20])[C:14]([CH2:13][CH2:12]2)=[CH:15][C:16](=[O:27])[CH:17]=[CH:18]1 |f:2.3|. Procedure details: A solution of 21-acetoxy-11β-chloro-17-hydroxy-16β-methylpregna-1,4-diene-3,20-dione (100 mg.) in methanol (7 ml.) was treated with 60% aqueous perchloric acid (0.2 ml.) at room temperature. After 24 hours sodium acetate (100 mg.) was added and about half of the solvent was evaporated in vacuo. Purification of the remaining solution by preparative thin layer chromatography and crystallisation from methanol afforded 11β-chloro-17,21-dihyroxy-16β-methylpregna-1,4-diene-3,20-dione as needles, m.p. ... Reactants: CNC=1C=C(C=CC1[N+](=O)[O-])C1=NN=C(S1)N(C[C@H](CC1=CC=C(C=C1)C(F)(F)F)NC(OC(C)(C)C)=O)C(=O)OC(C)(C)C (tert-butyl (S)-1-(5-(3-(methylamino)-4-nitrophenyl)-1,3,4-thiadiazol-2-yl-boc-amino)-3-(4-(trifluoromethyl)phenyl)propan-2-ylcarbamate), O (water), C(C)(=O)O (acetic acid). The reagents and catalysts are [Pd] (Pd/C). Solvent: CO (MeOH). Run at time 1 hour. The product is CNC=1C=C(C=CC1N)C1=NN=C(S1)N(C[C@H](CC1=CC=C(C=C1)C(F)(F)F)NC(OC(C)(C)C)=O)C(=O)OC(C)(C)C (tert-Butyl (S)-1-(5-(3-(methylamino)-4-aminophenyl)-1,3,4-thiadiazol-2-yl-boc-amino)-3-(4-(trifluoromethyl)phenyl)propan-2-ylcarbamate). RXN SMILES: [CH3:1][NH:2][C:3]1[CH:4]=[C:5]([C:12]2[S:16][C:15]([N:17]([C:39]([O:41][C:42]([CH3:45])([CH3:44])[CH3:43])=[O:40])[CH2:18][C@@H:19]([NH:31][C:32](=[O:38])[O:33][C:34]([CH3:37])([CH3:36])[CH3:35])[CH2:20][C:21]3[CH:26]=[CH:25][C:24]([C:27]([F:30])([F:29])[F:28])=[CH:23][CH:22]=3)=[N:14][N:13]=2)[CH:6]=[CH:7][C:8]=1[N+:9]([O-])=O.O.C(O)(=O)C>CO.[Pd]>[CH3:1][NH:2][C:3]1[CH:4]=[C:5]([C:12]2[S:16][C:15]([N:17]([C:39]([O:41][C:42]([CH3:45])([CH3:44])[CH3:43])=[O:40])[CH2:18][C@@H:19]([NH:31][C:32](=[O:38])[O:33][C:34]([CH3:37])([CH3:36])[CH3:35])[CH2:20][C:21]3[CH:22]=[CH:23][C:24]([C:27]([F:28])([F:29])[F:30])=[CH:25][CH:26]=3)=[N:14][N:13]=2)[CH:6]=[CH:7][C:8]=1[NH2:9]. Reported procedure: The above mentioned tert-butyl (S)-1-(5-(3-(methylamino)-4-nitrophenyl)-1,3,4-thiadiazol-2-yl-boc-amino)-3-(4-(trifluoromethyl)phenyl)propan-2-ylcarbamate (1.13 g, 2 mmol) was dissolved in 200 mL MeOH in a 500 mL round bottle flask. To this flask, was added 10% Pd/C 100 mg pre-wet with water and 2 mL acetic acid. The mixture was stirred under an atmosphere of hydrogen under balloon pressure for 1 hour. After filtration through a pad of celite, the solution was evaporated to dryness. The residue ... Starting materials: O=C([O-])[O-], COc1ccc(C=NCC(OC)OC)cc1OCc1ccccc1, COc1cccc(CCl)c1, CCOCC, [Cl-], CCOC(=O)Cl, I, [K+], [K+], [Mg], [NH4+], C1CCOC1, O. The product is CCOC(=O)N(CC(OC)OC)C(Cc1cccc(OC)c1)c1ccc(OC)c(OCc2ccccc2)c1. RXN SMILES: [C:39](=[O:40])([O-:41])[O-:42].[CH2:13]([c:14]1[cH:15][cH:16][cH:17][cH:18][cH:19]1)[O:20][c:21]1[cH:22][c:23]([CH:24]=[N:25][CH2:26][CH:27]([O:28][CH3:29])[O:30][CH3:31])[cH:32][cH:33][c:34]1[O:35][CH3:36].[CH3:1][O:2][c:3]1[cH:4][c:5]([CH2:6][Cl:7])[cH:8][cH:9][cH:10]1.[CH3:51][CH2:52][O:53][CH2:54][CH3:55].[Cl-:37].[Cl:45][C:46](=[O:47])[O:48][CH2:49][CH3:50].[I:12].[K+:43].[K+:44].[Mg:11].[NH4+:38].[O:56]1[CH2:57][CH2:58][CH2:59][CH2:60]1.[OH2:61]>>[CH3:1][O:2][c:3]1[cH:4][c:5]([CH2:6][CH:24]([c:23]2[cH:22][c:21]([O:20][CH2:13][c:14]3[cH:15][cH:16][cH:17][cH:18][cH:19]3)[c:34]([O:35][CH3:36])[cH:33][cH:32]2)[N:25]([CH2:26][CH:27]([O:28][CH3:29])[O:30][CH3:31])[C:46](=[O:47])[O:48][CH2:49][CH3:50])[cH:8][cH:9][cH:10]1. Reactants: C1(=C(C=CC=C1)C1OC2=CC=C(C=C2CC1)OC=1SC(=CN1)CN)C ([2-(2-o-tolyl-chroman-6-yloxy)-thiazol-5-ylmethyl]amine), Cl.CN(CCCN=C=NCC)C (1-(3-dimethylaminopropyl)-3-ethylcarbodiimide hydrochloride), ON1N=NC2=C1C=CC=C2 (1-hydroxy-benzotriazole), CN1CCOCC1 (N-methylmorpholine), O1N=CC=C1C(=O)O (isoxazole-5-carboxylic acid). The solvent is O (water), CN(C)C=O (DMF). Conditions: time 16 hour. Yields the product C1(=C(C=CC=C1)C1OC2=CC=C(C=C2CC1)OC=1SC(=CN1)CNC(=O)C1=CC=NO1)C (Isoxazole-5-carboxylic acid [2-(2-o-tolyl-chroman-6-yloxy)-thiazol-5-ylmethyl]-amide). Isolated yield 58.2%. Reaction SMILES: [C:1]1([CH3:25])[CH:6]=[CH:5][CH:4]=[CH:3][C:2]=1[CH:7]1[CH2:16][CH2:15][C:14]2[C:9](=[CH:10][CH:11]=[C:12]([O:17][C:18]3[S:19][C:20]([CH2:23][NH2:24])=[CH:21][N:22]=3)[CH:13]=2)[O:8]1.Cl.CN(C)CCCN=C=NCC.ON1C2C=CC=CC=2N=N1.CN1CCOCC1.[O:55]1[C:59]([C:60](O)=[O:61])=[CH:58][CH:57]=[N:56]1>CN(C=O)C.O>[C:1]1([CH3:25])[CH:6]=[CH:5][CH:4]=[CH:3][C:2]=1[CH:7]1[CH2:16][CH2:15][C:14]2[C:9](=[CH:10][CH:11]=[C:12]([O:17][C:18]3[S:19][C:20]([CH2:23][NH:24][C:60]([C:59]4[O:55][N:56]=[CH:57][CH:58]=4)=[O:61])=[CH:21][N:22]=3)[CH:13]=2)[O:8]1 |f:1.2|. Procedure: To a solution of [2-(2-o-tolyl-chroman-6-yloxy)-thiazol-5-ylmethyl]amine (150 mg, 0.43 mmol) in DMF (2 ml), 1-(3-dimethylaminopropyl)-3-ethylcarbodiimide hydrochloride (114 mg, 0.60 mmol, 1.4 eq), 1-hydroxy-benzotriazole (81 mg, 0.60 mmol, 1.4 eq) and N-methylmorpholine (107 mg, 1.07 mmol, 2.5 eq) and isoxazole-5-carboxylic acid (72 mg, 0.64 mmol, 1.5 eq) were added. The mixture was stirred for 16 h, then diluted with water, and the aqueous layer was extracted with ethyl acetate. The combined or... Reactants: COC1=C(C=CC=C1)S(=O)(=O)N(C=1C=CC=C2C=C(NC12)C=1SC(CN1)CC(=O)O)C ((2-{7-[[(2-methoxyphenyl)sulfonyl](methyl)amino]-1H-indol-2-yl}-4,5-dihydro-1,3-thiazol-5-yl)acetic acid), CN(C=O)C (N,N-dimethylformamide), Cl.CN(CCCN=C=NCC)C (N-[3-(dimethylamino)propyl]-N′-ethylcarbodiimide hydrochloride). Run in C(C)(=O)OCC (ethyl acetate). Yields the product COC1=C(C=CC=C1)S(=O)(=O)N(C=1C=CC=C2C=C(NC12)C=1SC(CN1)CC(=O)N)C (2-(2-{7-[[(2-methoxyphenyl)sulfonyl](methyl)amino]-1H-indol-2-yl}-4,5-dihydro-1,3-thiazol-5-yl)acetamide). The yield is 57.0%. RXN SMILES: [CH3:1][O:2][C:3]1[CH:8]=[CH:7][CH:6]=[CH:5][C:4]=1[S:9]([N:12]([CH3:31])[C:13]1[CH:14]=[CH:15][CH:16]=[C:17]2[C:21]=1[NH:20][C:19]([C:22]1[S:23][CH:24]([CH2:27][C:28]([OH:30])=O)[CH2:25][N:26]=1)=[CH:18]2)(=[O:11])=[O:10].C[N:33](C)C=O.Cl.CN(C)CCCN=C=NCC>C(OCC)(=O)C>[CH3:1][O:2][C:3]1[CH:8]=[CH:7][CH:6]=[CH:5][C:4]=1[S:9]([N:12]([CH3:31])[C:13]1[CH:14]=[CH:15][CH:16]=[C:17]2[C:21]=1[NH:20][C:19]([C:22]1[S:23][CH:24]([CH2:27][C:28]([NH2:33])=[O:30])[CH2:25][N:26]=1)=[CH:18]2)(=[O:11])=[O:10] |f:2.3|. Reported procedure: To a mixture of (2-{7-[[(2-methoxyphenyl)sulfonyl](methyl)amino]-1H-indol-2-yl}-4,5-dihydro-1,3-thiazol-5-yl)acetic acid (0.25 g), 1H-1,2,3-benzotriazol-1-ol-ammonia complex (0.13 g) and N,N-dimethylformamide (10 mL) was added N-[3-(dimethylamino)propyl]-N′-ethylcarbodiimide hydrochloride (0.16 g) under ice-cooling, and the mixture was stirred from under ice-cooling to room temperature for 15 hr. The reaction solution was diluted with ethyl acetate, washed with water, aqueous sodium hydrogencarb...